From a dataset of the Open Reaction Database (ORD), a public repository of structured organic reaction records. describe an organic reaction: reactants, conditions, products, and yield Starting materials: COC(C)(C)C, OC1CCN(Cc2ccccc2)C1, C1CN2CCN1CC2, Cc1ccc(S(=O)(=O)Cl)cc1. Yields the product Cc1ccc(S(=O)(=O)OC2CCN(Cc3ccccc3)C2)cc1. As a reaction SMILES: [C:33]([O:34][CH3:35])([CH3:36])([CH3:37])[CH3:38].[CH2:1]([c:2]1[cH:3][cH:4][cH:5][cH:6][cH:7]1)[N:8]1[CH2:9][CH:10]([OH:13])[CH2:11][CH2:12]1.[N:14]12[CH2:15][CH2:16][N:17]([CH2:18][CH2:19]1)[CH2:20][CH2:21]2.[c:22]1([CH3:32])[cH:23][cH:24][c:25]([S:28](=[O:29])(=[O:30])[Cl:31])[cH:26][cH:27]1>>[CH2:1]([c:2]1[cH:3][cH:4][cH:5][cH:6][cH:7]1)[N:8]1[CH2:9][CH:10]([O:13][S:28]([c:25]2[cH:24][cH:23][c:22]([CH3:32])[cH:27][cH:26]2)(=[O:29])=[O:30])[CH2:11][CH2:12]1. Reactants: C(C(=O)O)(=O)O (oxalic acid), O1C(C1)COC1=C2C=CNC2=CC=C1 ((+)-4-(oxiranylmethoxy)-1H-indole), OC1(CCNCC1)C1=CC=CC=C1 (4-hydroxy-4-phenylpiperidine), CO (methanol). The solvent is C(C)(=O)OCC (ethyl acetate), C(C)(=O)OCC (ethyl acetate). Yields the product C(C(=O)O)(=O)O.N1C=CC2=C(C=CC=C12)OC[C@H](CN1CCC(CC1)(C1=CC=CC=C1)O)O ((2S)-(-)-1-(4-indolyloxy)-3-(4-hydroxy-4-phenylpiperidin-1-yl)-2-propanol ethanedioate). As a reaction SMILES: [O:1]1[CH2:3][CH:2]1[CH2:4][O:5][C:6]1[CH:14]=[CH:13][CH:12]=[C:11]2[C:7]=1[CH:8]=[CH:9][NH:10]2.[OH:15][C:16]1([C:22]2[CH:27]=[CH:26][CH:25]=[CH:24][CH:23]=2)[CH2:21][CH2:20][NH:19][CH2:18][CH2:17]1.[C:28]([OH:33])(=[O:32])[C:29]([OH:31])=[O:30].CO>C(OCC)(=O)C>[C:28]([OH:33])(=[O:32])[C:29]([OH:31])=[O:30].[NH:10]1[C:11]2[C:7](=[C:6]([O:5][CH2:4][C@@H:2]([OH:1])[CH2:3][N:19]3[CH2:20][CH2:21][C:16]([OH:15])([C:22]4[CH:23]=[CH:24][CH:25]=[CH:26][CH:27]=4)[CH2:17][CH2:18]3)[CH:14]=[CH:13][CH:12]=2)[CH:8]=[CH:9]1 |f:5.6|. Reported procedure: The title compound was prepared in similar fashion from S)-(+)-4-(oxiranylmethoxy)-1H-indole and 4-hydroxy-4-phenylpiperidine. The resulting free base was dissolved in ethyl acetate, and precipitated with one equivalent of oxalic acid in ethyl acetate in 69% overall yield. FDMS m/e=366 (M+ of free base). α[D]589 =-10.45 (c=0.61, methanol). Reactants: C(C)(C)C=1SC2=C(N1)CC(CC2)C(=O)OCC (2-Isopropyl-5-ethoxycarbonyl-4,5,6,7-tetrahydrobenzo[d]thiazole), AlLiH4. Solvent: CCOCC (ether). Product: C(C)(C)C=1SC2=C(N1)CC(CC2)CO (2-isopropyl-5-hydroxymethyl-4,5,6,7-tetrahydrobenzo[d]thiazole). Yield: 83.0%. Reaction SMILES: [CH:1]([C:4]1[S:5][C:6]2[CH2:12][CH2:11][CH:10]([C:13](OCC)=[O:14])[CH2:9][C:7]=2[N:8]=1)([CH3:3])[CH3:2]>CCOCC>[CH:1]([C:4]1[S:5][C:6]2[CH2:12][CH2:11][CH:10]([CH2:13][OH:14])[CH2:9][C:7]=2[N:8]=1)([CH3:3])[CH3:2]. Procedure: The compound is prepared by reduction of the above derivative (III) with AlLiH4 in ether at room temperature. B.p.0.1 =122°-126° C. Yield: 83%. The reactants are NC1=C(C(=O)O)C=CC=N1 (2-aminonicotinic acid), CN (methylamine), C1(CCC1)N1CCC(CC1)OC1=CC=C(C=O)C=C1 (4-[(1-cyclobutyl-4-piperidinyl)oxy]benzaldehyde). Yields the product C1(CCC1)N1CCC(CC1)OC1=CC=C(C=C1)C=1N(C(C2=C(N1)N=CC=C2)=O)C (2-[4-(1-Cyclobutyl-4-piperidinyloxy)phenyl]-3-methylpyrido[2,3-d]-pyrimidin-4(3H)-one). As a reaction SMILES: [NH2:1][C:2]1[N:10]=[CH:9][CH:8]=[CH:7][C:3]=1[C:4]([OH:6])=O.[CH3:11][NH2:12].[CH:13]1([N:17]2[CH2:22][CH2:21][CH:20]([O:23][C:24]3[CH:31]=[CH:30][C:27]([CH:28]=O)=[CH:26][CH:25]=3)[CH2:19][CH2:18]2)[CH2:16][CH2:15][CH2:14]1>>[CH:13]1([N:17]2[CH2:22][CH2:21][CH:20]([O:23][C:24]3[CH:31]=[CH:30][C:27]([C:28]4[N:12]([CH3:11])[C:4](=[O:6])[C:3]5[CH:7]=[CH:8][CH:9]=[N:10][C:2]=5[N:1]=4)=[CH:26][CH:25]=3)[CH2:19][CH2:18]2)[CH2:16][CH2:15][CH2:14]1. Reported procedure: The entitled compound was obtained according to the method of Example 15 but starting from 2-aminonicotinic acid, methylamine and 4-[(1-cyclobutyl-4-piperidinyl)oxy]benzaldehyde. The obtained compound was recrystallized from diethyl ether to give a colorless solid (m.p. 146.0-150.0° C.). Reactants: C([O-])(O)=O.[Na+] (sodium bicarbonate), NC1=C(C(=CC(=C1)Br)C)NC(CC(C)(C)C)=O (N-(2-Amino-4-bromo-6-methyl-phenyl)-3,3-dimethyl-butyramide), C(C)(C)N(C(C)C)CC (N,N-diisopropyl-ethylamine), BrCCOCCBr (bis(2-bromoethyl)ether). Run in CN(C=O)C (N,N-dimethylformamide). Conditions: temperature 180 celsius. Product: BrC1=CC(=C(C(=C1)N1CCOCC1)NC(CC(C)(C)C)=O)C (N-(4-Bromo-2-methyl-6-morpholin-4-yl-phenyl)-3,3-dimethyl-butyramide). Yield: 60.0%. As a reaction SMILES: [NH2:1][C:2]1[CH:7]=[C:6]([Br:8])[CH:5]=[C:4]([CH3:9])[C:3]=1[NH:10][C:11](=[O:17])[CH2:12][C:13]([CH3:16])([CH3:15])[CH3:14].C(N(CC)C(C)C)(C)C.Br[CH2:28][CH2:29][O:30][CH2:31][CH2:32]Br.C(=O)(O)[O-].[Na+]>CN(C)C=O>[Br:8][C:6]1[CH:7]=[C:2]([N:1]2[CH2:32][CH2:31][O:30][CH2:29][CH2:28]2)[C:3]([NH:10][C:11](=[O:17])[CH2:12][C:13]([CH3:14])([CH3:16])[CH3:15])=[C:4]([CH3:9])[CH:5]=1 |f:3.4|. Procedure: N-(2-Amino-4-bromo-6-methyl-phenyl)-3,3-dimethyl-butyramide (1v, 1.01 g), N,N-diisopropyl-ethylamine (1.80 mL) and bis(2-bromoethyl)ether (0.50 mL) were dissolved in dry N,N-dimethylformamide (5 mL) and heated to 180° C. for 50 minutes in a sealed microwave process vial. Saturated aqueous sodium bicarbonate (20 mL) was added and the mixture was extracted with ethyl acetate (3×20 mL), the combined organic phases were dried over sodium sulfate and concentrated in vacuo. The crude product was purif... Starting materials: C1CC(=O)N(C1=O)Br (NBS), CC(C)(C#N)N=NC(C)(C)C#N (AIBN), C(#N)C1=NC2=CC(=CC=C2C(=C1)C1=COC=C1)C (2-cyano-4-(furan-3-yl)-7-methylquinoline). The solvent is C(Cl)(Cl)(Cl)Cl (CCl4). Run at time 90 minute. Yields the product BrCC1=CC=C2C(=CC(=NC2=C1)C#N)C1=COC=C1 (7-Bromomethyl-2-cyano-4-(furan-3-yl)quinoline). RXN SMILES: [C:1]([C:3]1[CH:12]=[C:11]([C:13]2[CH:17]=[CH:16][O:15][CH:14]=2)[C:10]2[C:5](=[CH:6][C:7]([CH3:18])=[CH:8][CH:9]=2)[N:4]=1)#[N:2].C1C(=O)N([Br:26])C(=O)C1.CC(N=NC(C#N)(C)C)(C#N)C>C(Cl)(Cl)(Cl)Cl>[Br:26][CH2:18][C:7]1[CH:6]=[C:5]2[C:10]([C:11]([C:13]3[CH:17]=[CH:16][O:15][CH:14]=3)=[CH:12][C:3]([C:1]#[N:2])=[N:4]2)=[CH:9][CH:8]=1. Procedure details: To a solution of 2-cyano-4-(furan-3-yl)-7-methylquinoline (4.2 g) in refluxing CCl4 (400 mL) was added NBS (3.3 g) and AIBN (150 mg) portionwise. After 90 min., the mixture was cooled to r.t. filtered through a pad of silica gel washing with CH2Cl2. The filtrate was concentrated and swished with Et2O for 15 h. The solid precipitate was collected and was 85% of the title compound. This material was used as such in the subsequent reactions. Starting materials: COC1=CC(=CC2=C1C(CC1(CCCCC1)O2)=O)OCC(=O)OCC (Ethyl 2-{(5-methoxy-3,4-dihydro-4-oxospiro[2H-1-benzopyran-2,1'-cyclohexan]-7-yl) oxy}acetate), [N+](=O)(O)[O-] (nitric acid). Product: COC1=CC(=C(C2=C1C(CC1(CCCCC1)O2)=O)[N+](=O)[O-])OCC(=O)OCC (Ethyl 2-{(5-methoxy-8-nitro-3,4-dihydro-4-oxospiro [2H-1-benzopyran-2,1'-cyclohexan]-7-yl)oxy}acetate). Isolated yield 74.2%. As a reaction SMILES: [CH3:1][O:2][C:3]1[C:8]2[C:9](=[O:18])[CH2:10][C:11]3([O:17][C:7]=2[CH:6]=[C:5]([O:19][CH2:20][C:21]([O:23][CH2:24][CH3:25])=[O:22])[CH:4]=1)[CH2:16][CH2:15][CH2:14][CH2:13][CH2:12]3.[N+:26]([O-])([OH:28])=[O:27]>>[CH3:1][O:2][C:3]1[C:8]2[C:9](=[O:18])[CH2:10][C:11]3([O:17][C:7]=2[C:6]([N+:26]([O-:28])=[O:27])=[C:5]([O:19][CH2:20][C:21]([O:23][CH2:24][CH3:25])=[O:22])[CH:4]=1)[CH2:12][CH2:13][CH2:14][CH2:15][CH2:16]3. Procedure: Ethyl 2-{(5-methoxy-3,4-dihydro-4-oxospiro[2H-1-benzopyran-2,1'-cyclohexan]-7-yl) oxy}acetate prepared in Preparation 49) (1.3 g, 3.92 mmol) is added by portions to fuming nitric acid (d=1.50, 10 ml) at -60° C. with stirring. After one hour stirring at -60° to -40° C., the reaction mixture is poured into ice-cold water. The mixture is extracted with diethyl ether. The ether layer is separated, washed with water and then aqueous sodium bicarbonate, dried and concentrated. The residue is washed wi...